Dataset: the Open Reaction Database (ORD), a public repository of structured organic reaction records. Task: describe an organic reaction: reactants, conditions, products, and yield The reactants are COC(=O)CCNC(=O)c1ccc(NC(CC(C)C)c2ccc(-n3cc(C(F)(F)F)cn3)cc2)nc1, Cl, [Li+], C1CCOC1, [OH-], O. Product: CC(C)CC(Nc1ccc(C(=O)NCCC(=O)O)cn1)c1ccc(-n2cc(C(F)(F)F)cn2)cc1. RXN SMILES: [CH3:1][CH:2]([CH2:3][CH:4]([c:5]1[cH:6][cH:7][c:8](-[n:11]2[n:12][cH:13][c:14]([C:16]([F:17])([F:18])[F:19])[cH:15]2)[cH:9][cH:10]1)[NH:20][c:21]1[n:22][cH:23][c:24]([C:25](=[O:26])[NH:27][CH2:28][CH2:29][C:30](=[O:31])[O:32][CH3:33])[cH:34][cH:35]1)[CH3:36].[ClH:39].[Li+:37].[O:41]1[CH2:42][CH2:43][CH2:44][CH2:45]1.[OH-:38].[OH2:40]>>[CH3:1][CH:2]([CH2:3][CH:4]([c:5]1[cH:6][cH:7][c:8](-[n:11]2[n:12][cH:13][c:14]([C:16]([F:17])([F:18])[F:19])[cH:15]2)[cH:9][cH:10]1)[NH:20][c:21]1[n:22][cH:23][c:24]([C:25](=[O:26])[NH:27][CH2:28][CH2:29][C:30](=[O:31])[OH:32])[cH:34][cH:35]1)[CH3:36]. Reported procedure: n-Butyllithium (1.6 M, 12.0 mL, 19.2 mmol) was added to a solution of 1-bromo-2,5-dimethoxy-3,4,6-trimethylbenzene (4.89 g, 18.87 mmol) in tetrahydrofuran (100 mL) at −78° C., and the mixture was stirred for 30 minutes at the same temperature. To the reaction mixture was added 1-benzyl-4-(4-isopropylbenzoyl)piperidine (5.02 g, 15.6 mmol). The mixture was stirred for 30 minutes at the same temperature, then poured into the water, and extracted twice with ethyl acetate. The organic layers were com... Solvent: O1CCCC1 (tetrahydrofuran). Yields the product C(C1=CC=CC=C1)N1CCC(CC1)C(O)(C1=CC=C(C=C1)C(C)C)C1=C(C(=C(C(=C1C)OC)C)C)OC ((1-Benzyl-4-piperidyl)(2,5-dimethoxy-3,4,6-trimethylphenyl)(4-isopropylphenyl)methanol). The yield is 83.6%. Reaction conditions: time 30 minute. Reaction SMILES: C([Li])CCC.Br[C:7]1[C:12]([CH3:13])=[C:11]([O:14][CH3:15])[C:10]([CH3:16])=[C:9]([CH3:17])[C:8]=1[O:18][CH3:19].[CH2:20]([N:27]1[CH2:32][CH2:31][CH:30]([C:33](=[O:43])[C:34]2[CH:39]=[CH:38][C:37]([CH:40]([CH3:42])[CH3:41])=[CH:36][CH:35]=2)[CH2:29][CH2:28]1)[C:21]1[CH:26]=[CH:25][CH:24]=[CH:23][CH:22]=1.O>O1CCCC1>[CH2:20]([N:27]1[CH2:28][CH2:29][CH:30]([C:33]([C:7]2[C:12]([CH3:13])=[C:11]([O:14][CH3:15])[C:10]([CH3:16])=[C:9]([CH3:17])[C:8]=2[O:18][CH3:19])([C:34]2[CH:35]=[CH:36][C:37]([CH:40]([CH3:42])[CH3:41])=[CH:38][CH:39]=2)[OH:43])[CH2:31][CH2:32]1)[C:21]1[CH:22]=[CH:23][CH:24]=[CH:25][CH:26]=1. The reactants are O (water), C(CCC)[Li] (n-Butyllithium), BrC1=C(C(=C(C(=C1C)OC)C)C)OC (1-bromo-2,5-dimethoxy-3,4,6-trimethylbenzene), C(C1=CC=CC=C1)N1CCC(CC1)C(C1=CC=C(C=C1)C(C)C)=O (1-benzyl-4-(4-isopropylbenzoyl)piperidine). The reactants are COC(=O)c1ccccc1S, C[O-], CO, N#CCCl, [Na+]. The product is COC(=O)c1ccccc1SCC#N. As a reaction SMILES: [C:1]([c:2]1[c:3]([SH:4])[cH:5][cH:6][cH:7][cH:8]1)(=[O:9])[O:10][CH3:11].[CH3:12][O-:13].[CH3:19][OH:20].[Cl:15][CH2:16][C:17]#[N:18].[Na+:14]>>[C:1]([c:2]1[c:3]([S:4][CH2:16][C:17]#[N:18])[cH:5][cH:6][cH:7][cH:8]1)(=[O:9])[O:10][CH3:11]. Reactants: O=C(OCC1c2ccccc2-c2ccccc21)ON1C(=O)CCC1=O, O=C([O-])[O-], [K+], [K+], NC1(C(=O)O)COC1, C1COCCO1, O. Yields the product O=C(NC1(C(=O)O)COC1)OCC1c2ccccc2-c2ccccc21. Reaction SMILES: [C:1]([O:2][CH2:3][CH:4]1[c:5]2[cH:6][cH:7][cH:8][cH:9][c:10]2-[c:11]2[cH:12][cH:13][cH:14][cH:15][c:16]21)([O:17][N:19]1[C:20](=[O:21])[CH2:22][CH2:23][C:24]1=[O:25])=[O:18].[C:34](=[O:35])([O-:36])[O-:37].[K+:38].[K+:39].[NH2:26][C:27]1([C:31](=[O:32])[OH:33])[CH2:28][O:29][CH2:30]1.[O:40]1[CH2:41][CH2:42][O:43][CH2:44][CH2:45]1.[OH2:46]>>[C:1]([O:2][CH2:3][CH:4]1[c:5]2[cH:6][cH:7][cH:8][cH:9][c:10]2-[c:11]2[cH:12][cH:13][cH:14][cH:15][c:16]21)(=[O:17])[NH:26][C:27]1([C:31](=[O:32])[OH:33])[CH2:28][O:29][CH2:30]1. Reactants: CP(OC)(OC)=O (dimethyl methylphosphonate), CC(CC(=O)OC)CCCC (methyl l-3-methylheptanoate), C(C)(=O)O (Acetic acid), C(CCC)[Li] (n-butyl lithium). Solvent: C1CCOC1 (THF), O (water), C1CCOC1 (THF). Conditions: time 30 minute. The product is C[C@H](CC(CP(OC)(OC)=O)=O)CCCC (dimethyl (4S)-4-methyl-2-oxo-octylphosphonate). Isolated yield 90.4%. Reaction SMILES: [CH3:1][P:2](=[O:7])([O:5][CH3:6])[O:3][CH3:4].C([Li])CCC.[CH3:13][CH:14]([CH2:20][CH2:21][CH2:22][CH3:23])[CH2:15][C:16](OC)=[O:17].C(O)(=O)C>C1COCC1.O>[CH3:13][C@@H:14]([CH2:20][CH2:21][CH2:22][CH3:23])[CH2:15][C:16](=[O:17])[CH2:1][P:2](=[O:7])([O:5][CH3:6])[O:3][CH3:4]. Procedure: To a solution of dimethyl methylphosphonate (32.5 g, 0.262 mol) in anhydrous THF (480 ml) was dropwise added 1.63N n-butyl lithium (160 ml, 0.261 mol) at -78° C. After stirring for 30 minutes, a solution of methyl l-3-methylheptanoate (16.5 g, 0.104 mol) in anhydrous THF (25 ml) was added dropwise, and the mixture was stirred at -78° C. for one hour and at room temperature for 2 hours. Acetic acid (19 ml) and water (100 ml) were added to the reaction mixture. After distilling off THF, the residu... Starting materials: BrC1=CC=CC(=N1)/C=C(/C(=O)NC(CCC)C1=CC=C(C=C1)OCCN(CC)CC)\C#N ((E)-3-(6-Bromopyridin-2-yl)-2-cyano-N-(1-(4-(2-(diethylamino)ethoxy)phenyl)butyl)acrylamide), C(#N)CC(=O)NC(CCC)C1=CC=C(OCCOCCOCCN(C(=O)OC(C)(C)C)C(=O)OC(C)(C)C)C=C1 ((2-(2-(2-(4-(1-(2-Cyanoacetamido)butyl)phenoxy)ethoxy)ethoxy)ethyl)imidodicarbonic acid, 1,3-bis-tert-butyl ester). Yields the product BrC1=CC=CC(=N1)/C=C(/C(=O)NC(CCC)C1=CC=C(OCCOCCOCCN(C(=O)OC(C)(C)C)C(=O)OC(C)(C)C)C=C1)\C#N ((E)-(2-(2-(2-(4-(1-(3-(6-Bromopyridin-2-yl)-2-cyanoacrylamido)butyl)phenoxy)ethoxy)ethoxy)ethyl)imidodicarbonic acid, 1,3-bis-tert-butyl ester). Reaction SMILES: [Br:1][C:2]1[N:7]=[C:6](/[CH:8]=C(\C#N)/C(NC(C2C=CC(OCCN(CC)CC)=CC=2)CCC)=O)[CH:5]=[CH:4][CH:3]=1.[C:33]([CH2:35][C:36]([NH:38][CH:39]([C:43]1[CH:72]=[CH:71][C:46]([O:47][CH2:48][CH2:49][O:50][CH2:51][CH2:52][O:53][CH2:54][CH2:55][N:56]([C:64]([O:66][C:67]([CH3:70])([CH3:69])[CH3:68])=[O:65])[C:57]([O:59][C:60]([CH3:63])([CH3:62])[CH3:61])=[O:58])=[CH:45][CH:44]=1)[CH2:40][CH2:41][CH3:42])=[O:37])#[N:34]>>[Br:1][C:2]1[N:7]=[C:6](/[CH:8]=[C:35](\[C:33]#[N:34])/[C:36]([NH:38][CH:39]([C:43]2[CH:72]=[CH:71][C:46]([O:47][CH2:48][CH2:49][O:50][CH2:51][CH2:52][O:53][CH2:54][CH2:55][N:56]([C:57]([O:59][C:60]([CH3:62])([CH3:63])[CH3:61])=[O:58])[C:64]([O:66][C:67]([CH3:70])([CH3:69])[CH3:68])=[O:65])=[CH:45][CH:44]=2)[CH2:40][CH2:41][CH3:42])=[O:37])[CH:5]=[CH:4][CH:3]=1. Procedure details: The title compound was prepared by using a similar procedure as described for the preparation of 33 except that (2-(2-(2-(4-(1-(2-cyanoacetamido)butyl)phenoxy)ethoxy)ethoxy)ethyl)imidodicarbonic acid, 1,3-bis-tert-butyl ester (46) was used instead of 2-cyano-N-(1-(4-(2-(diethylamino)ethoxy)phenyl)butyl)acetamide (29). This produced the crude product which was purified by flash silica gel column chromatography, eluting with 7:3 hexanes/ethyl acetate, to give 47 (105 mg, 85%) as a clear oil: MS (E... The product is [Si](C)(C)(C(C)(C)C)O[C@@H]1C[C@H]2[C@H](CC3=CC=CC(=C3C2)OCC(=O)OC)[C@H]1\C=C\[C@H](CCCCC)O (Methyl 2-((1R,2R,3aS,9aS)-2,3,3a,4,9,9a-hexahydro-2-(tert-butyldimethylsilyoxy)-1-((S,E)-3-hydroxyoct-1-enyl)-1H-cyclopenta[b]naphthalen-5-yloxy)acetate). Reaction SMILES: [Si:1]([O:8][C@H:9]1[C@H:22](/[CH:23]=[CH:24]/[C@@H:25]([O:31][Si](C(C)(C)C)(C)C)[CH2:26][CH2:27][CH2:28][CH2:29][CH3:30])[C@H:12]2[CH2:13][C:14]3[CH:15]=[CH:16][CH:17]=[C:18]([OH:21])[C:19]=3[CH2:20][C@H:11]2[CH2:10]1)([C:4]([CH3:7])([CH3:6])[CH3:5])([CH3:3])[CH3:2].[OH-].[Na+].Cl.[C:42]([O:45][CH2:46]C)(=[O:44])[CH3:43]>BrCC(OC)=O>[Si:1]([O:8][C@H:9]1[C@H:22](/[CH:23]=[CH:24]/[C@@H:25]([OH:31])[CH2:26][CH2:27][CH2:28][CH2:29][CH3:30])[C@H:12]2[CH2:13][C:14]3[C:19]([CH2:20][C@H:11]2[CH2:10]1)=[C:18]([O:21][CH2:43][C:42]([O:45][CH3:46])=[O:44])[CH:17]=[CH:16][CH:15]=3)([C:4]([CH3:7])([CH3:6])[CH3:5])([CH3:3])[CH3:2] |f:1.2|. Solvent: BrCC(=O)OC (methyl bromoacetate). Reported procedure: (1R,2R,3aS,9aS)-2,3,3a,4,9,9a-hexahydro-2-(tert-butyldimethylsilyoxy)-1-((S,E)-3-(tert-butyldimethylsilyoxy)oct-1-enyl)-1H-cyclopenta[b]naphthalen-5-ol (0.5 g, 0.89 mmol) in methyl bromoacetate (3 ml) was treated with 50% NaOH (1 g). The mixture was stirred at room temperature for 60 min. The reaction mixture was cooled to 10° C. and 3N HCl was added slowly until pH=7, and then the reaction was exacted with ethyl acetate. The organic layers were combined and dried over anhydrous magnesium sulfat... Isolated yield 58.0%. Reaction conditions: time 60 minute. Starting materials: [Si](C)(C)(C(C)(C)C)O[C@@H]1C[C@H]2[C@H](CC=3C=CC=C(C3C2)O)[C@H]1\C=C\[C@H](CCCCC)O[Si](C)(C)C(C)(C)C ((1R,2R,3aS,9aS)-2,3,3a,4,9,9a-hexahydro-2-(tert-butyldimethylsilyoxy)-1-((S,E)-3-(tert-butyldimethylsilyoxy)oct-1-enyl)-1H-cyclopenta[b]naphthalen-5-ol), [OH-].[Na+] (NaOH), C(C)(=O)OCC (ethyl acetate), Cl (HCl).